This data is from the Open Reaction Database (ORD), a public repository of structured organic reaction records. The task is: describe an organic reaction: reactants, conditions, products, and yield Starting materials: N[C@@H]1[C@@H](CN(CC1)C=1C=C(C(=O)OC)C=CC1)OCC (Methyl cis(±)-3-(4-amino-3-ethoxypiperidin-1-yl)benzoate), CCN=C=NCCCN(C)C.Cl (WSC hydrochloride), C=1C=CC2=C(C1)N=NN2O (HOBt), ClC=1N=C(NC1CC)C(=O)O (4-chloro-5-ethyl-1H-imidazole-2-carboxylic acid), ClC=1N=C(NC1CC)C(=O)O (4-Chloro-5-ethyl-1H-imidazole-2-carboxylic acid). The product is ClC=1N=C(NC1CC)C(=O)N[C@@H]1[C@@H](CN(CC1)C=1C=C(C(=O)OC)C=CC1)OCC (Methyl cis(±)-3-(4-{[(4-chloro-5-ethyl-1H-imidazol-2-yl)carbonyl]amino}-3-ethoxypiperidin-1-yl)benzoate). Reaction SMILES: [NH2:1][C@H:2]1[CH2:7][CH2:6][N:5]([C:8]2[CH:9]=[C:10]([CH:15]=[CH:16][CH:17]=2)[C:11]([O:13][CH3:14])=[O:12])[CH2:4][C@H:3]1[O:18][CH2:19][CH3:20].[Cl:21][C:22]1[N:23]=[C:24]([C:29](O)=[O:30])[NH:25][C:26]=1[CH2:27][CH3:28].CCN=C=NCCCN(C)C.Cl.C1C=CC2N(O)N=NC=2C=1>>[Cl:21][C:22]1[N:23]=[C:24]([C:29]([NH:1][C@H:2]2[CH2:7][CH2:6][N:5]([C:8]3[CH:9]=[C:10]([CH:15]=[CH:16][CH:17]=3)[C:11]([O:13][CH3:14])=[O:12])[CH2:4][C@H:3]2[O:18][CH2:19][CH3:20])=[O:30])[NH:25][C:26]=1[CH2:27][CH3:28] |f:2.3|. Reported procedure: The same operation as in Example (1g) was performed using methyl cis(±)-3-(4-amino-3-ethoxypiperidin-1-yl)benzoate obtained in Example (177a) (24 mg, 0.09 mmol), 4-chloro-5-ethyl-1H-imidazole-2-carboxylic acid obtained by the method described in Example (1d) (15.1 mg, 0.09 mmol), WSC hydrochloride (49.7 mg, 0.26 mmol) and HOBt (11.7 mg, 0.09 mmol), to obtain 17.1 mg of the title compound as a yellow oily substance (46%). Starting materials: FC(CN=C(NC1=NC(=NC=C1)SCCCN)N)(F)F (4-[2-(2,2,2-trifluoroethyl)guanidino]-2-[(3-amino)propylthio]pyrimidine), dimethyl(cyanoimidio)dithiocarbonate. Run in C(C)#N (acetonitrile). Run at time 18 hour. The product is FC(CN=C(NC1=NC(=NC=C1)SCCCNC(SC)=NC#N)N)(F)F (4-[2-(2,2,2-trifluoroethyl)guanidino]-2-[3-(3-cyano-2-methylisothioureido)propylthio]pyrimidine). Isolated yield 147.5%. As a reaction SMILES: [F:1][C:2]([F:20])([F:19])[CH2:3][N:4]=[C:5]([NH2:18])[NH:6][C:7]1[CH:12]=[CH:11][N:10]=[C:9]([S:13][CH2:14][CH2:15][CH2:16][NH2:17])[N:8]=1>C(#N)C>[F:20][C:2]([F:1])([F:19])[CH2:3][N:4]=[C:5]([NH2:18])[NH:6][C:7]1[CH:12]=[CH:11][N:10]=[C:9]([S:13][CH2:14][CH2:15][CH2:16][NH:17][C:9](=[N:8][C:7]#[N:6])[S:13][CH3:14])[N:8]=1. Procedure: A solution of 4-[2-(2,2,2-trifluoroethyl)guanidino]-2-[(3-amino)propylthio]pyrimidine (180 mg.) in acetonitrile (2 ml.) was treated with dimethyl(cyanoimidio)dithiocarbonate (85 mg.) and the solution stood at room temperature for 18 hours. The crystalline solid which precipitated was collected to give 4-[2-(2,2,2-trifluoroethyl)guanidino]-2-[3-(3-cyano-2-methylisothioureido)propylthio]pyrimidine (175 mg.), m.p. 189°-190°.